The task is: describe an organic reaction: reactants, conditions, products, and yield. This data is from the Open Reaction Database (ORD), a public repository of structured organic reaction records. Reactants: COc1ccc(-c2sc(S(=O)(=O)Cl)cc2C)cn1, CC(C)=O, [NH4+], [OH-]. The product is COc1ccc(-c2sc(S(N)(=O)=O)cc2C)cn1. RXN SMILES: [CH3:1][O:2][c:3]1[cH:4][cH:5][c:6](-[c:9]2[c:10]([CH3:18])[cH:11][c:12]([S:14](=[O:15])(=[O:16])[Cl:17])[s:13]2)[cH:7][n:8]1.[CH3:21][C:22](=[O:23])[CH3:24].[NH4+:19].[OH-:20]>>[CH3:1][O:2][c:3]1[cH:4][cH:5][c:6](-[c:9]2[c:10]([CH3:18])[cH:11][c:12]([S:14](=[O:15])(=[O:16])[NH2:19])[s:13]2)[cH:7][n:8]1. Procedure: A suspension of methyl 2-bromo-7-nitro-5H-pyrido[3,2-b]indole-4-carboxylate (1.00 g, 2.86 mmol) and Raney nickel (1.0 g, 17 mmol, 2800 nickel slurry in water) was stirred in THF (50 mL) under H2 (balloon) for 1.5 hr. This was filtered and the filter cake was washed with warn THF (100 mL). Removal of the solvent left methyl 7-amino-2-bromo-5H-pyrido[3,2-b]indole-4-carboxylate (700 mg, 2.08 mmol, 73% yield) as a solid. MS (ESI) m/z 321.94 (M+H). 1H NMR (500 MHz, DMSO-d6) δ ppm 11.27 (1H, br. s.), ... Reaction SMILES: [Br:1][C:2]1[CH:3]=[C:4]([C:18]([O:20][CH3:21])=[O:19])[C:5]2[NH:6][C:7]3[CH:8]=[C:9]([N+:15]([O-])=O)[CH:10]=[CH:11][C:12]=3[C:13]=2[N:14]=1>[Ni].C1COCC1>[NH2:15][C:9]1[CH:10]=[CH:11][C:12]2[C:13]3[N:14]=[C:2]([Br:1])[CH:3]=[C:4]([C:18]([O:20][CH3:21])=[O:19])[C:5]=3[NH:6][C:7]=2[CH:8]=1. Yields the product NC=1C=CC=2C3=C(NC2C1)C(=CC(=N3)Br)C(=O)OC (methyl 7-amino-2-bromo-5H-pyrido[3,2-b]indole-4-carboxylate). Starting materials: BrC=1C=C(C=2NC=3C=C(C=CC3C2N1)[N+](=O)[O-])C(=O)OC (methyl 2-bromo-7-nitro-5H-pyrido[3,2-b]indole-4-carboxylate). The solvent is C1CCOC1 (THF). Isolated yield 72.7%. Reagents/catalysts: [Ni] (Raney nickel). The reactants are NCC1CCN(CCC(F)(F)F)CC1, c1ccc2c(c1)[nH]c1cccc(OCC3CO3)c12. Product: OC(CNCC1CCN(CCC(F)(F)F)CC1)COc1cccc2[nH]c3ccccc3c12. RXN SMILES: [NH2:19][CH2:20][CH:21]1[CH2:22][CH2:23][N:24]([CH2:27][CH2:28][C:29]([F:30])([F:31])[F:32])[CH2:25][CH2:26]1.[O:1]1[CH:2]([CH2:4][O:5][c:6]2[cH:7][cH:8][cH:9][c:10]3[nH:11][c:12]4[cH:13][cH:14][cH:15][cH:16][c:17]4[c:18]23)[CH2:3]1>>[OH:1][CH:2]([CH2:3][NH:19][CH2:20][CH:21]1[CH2:22][CH2:23][N:24]([CH2:27][CH2:28][C:29]([F:30])([F:31])[F:32])[CH2:25][CH2:26]1)[CH2:4][O:5][c:6]1[cH:7][cH:8][cH:9][c:10]2[nH:11][c:12]3[cH:13][cH:14][cH:15][cH:16][c:17]3[c:18]12. The product is C1(=CC=CC=C1)NC(=O)N1CCNCCNCCNCC1 (10-(N-Phenylcarbamoyl)-1,4,7,10-tetraazacyclododecane). Conditions: temperature 0 celsius, time 12 hour. Procedure details: 15.9 g (133.5 mmol) of dimethylformamide-dimethylacetal (under nitrogen) is added to 20.0 g (116.1 mmol) of 1,4,7,10-tetraazacyclododecane in 200 ml of absolute toluene. It is refluxed slowly and the solvent is distilled off in this way. Then, it is concentrated by evaporation under reduced pressure. The residue is cooled to 0° C. 16.6 g (139.32 mmol) of phenyl isocyanate is instilled under a nitrogen atmosphere and heated slowly to 100° C. It is stirred for 12 hours at this temperature. It is c... Run in O (water), C(C)O (ethanol), C1(=CC=CC=C1)C (toluene). Starting materials: [OH-].[Na+] (sodium hydroxide), COC(N(C)C)OC (dimethylformamide-dimethylacetal), N1CCNCCNCCNCC1 (1,4,7,10-tetraazacyclododecane), C1(=CC=CC=C1)N=C=O (phenyl isocyanate). RXN SMILES: COC(OC)N(C)C.[NH:9]1[CH2:20][CH2:19][NH:18][CH2:17][CH2:16][NH:15][CH2:14][CH2:13][NH:12][CH2:11][CH2:10]1.[C:21]1([N:27]=[C:28]=[O:29])[CH:26]=[CH:25][CH:24]=[CH:23][CH:22]=1.[OH-].[Na+]>C1(C)C=CC=CC=1.O.C(O)C>[C:21]1([NH:27][C:28]([N:9]2[CH2:20][CH2:19][NH:18][CH2:17][CH2:16][NH:15][CH2:14][CH2:13][NH:12][CH2:11][CH2:10]2)=[O:29])[CH:26]=[CH:25][CH:24]=[CH:23][CH:22]=1 |f:3.4|. Reactants: C1(=CC=CC=C1)C1C(NC2=CC=C(C=C12)Cl)=O (3-phenyl-5-chlorooxindole), C([O-])([O-])=O.[K+].[K+] (potassium carbonate), CI (methyl iodide). Run in CC(=O)C (acetone), O (water). Run at temperature 50 celsius. Product: CC1(C(NC2=CC=C(C=C12)Cl)=O)C1=CC=CC=C1 (3-Methyl-3-phenyl-5-chlorooxindole). As a reaction SMILES: [C:1]1([CH:7]2[C:15]3[C:10](=[CH:11][CH:12]=[C:13]([Cl:16])[CH:14]=3)[NH:9][C:8]2=[O:17])[CH:6]=[CH:5][CH:4]=[CH:3][CH:2]=1.[C:18](=O)([O-])[O-].[K+].[K+].CI>CC(C)=O.O>[CH3:18][C:7]1([C:1]2[CH:2]=[CH:3][CH:4]=[CH:5][CH:6]=2)[C:15]2[C:10](=[CH:11][CH:12]=[C:13]([Cl:16])[CH:14]=2)[NH:9][C:8]1=[O:17] |f:1.2.3|. Procedure: 10 g of 3-phenyl-5-chlorooxindole were dissolved in 100 ml of acetone and 20 ml of water, 2.9 g of potassium carbonate and 2.9 ml of methyl iodide were added and the mixture was warmed at 50° C. for 3 hours and concentrated; water was added to the residue, which was extracted with ethyl acetate, and the extract was dried over magnesium sulfate, and the solvent was removed. The residue was recrystallized from ethanol. Melting point 180°-181° C. Starting materials: CC(=O)O, CCC(=O)CC, CC(Cl)Cl, Nc1cc(Br)cnc1N. Product: CCC(CC)Nc1cc(Br)cnc1N. Reaction SMILES: [C:16]([OH:17])(=[O:18])[CH3:19].[CH3:10][CH2:11][C:12]([CH2:13][CH3:14])=[O:15].[Cl:20][CH:21]([Cl:22])[CH3:23].[NH2:1][c:2]1[n:3][cH:4][c:5]([Br:9])[cH:6][c:7]1[NH2:8]>>[NH2:1][c:2]1[n:3][cH:4][c:5]([Br:9])[cH:6][c:7]1[NH:8][CH:12]([CH2:11][CH3:10])[CH2:13][CH3:14]. The reactants are FC(CCCC(C(=O)OC)C=1C(=NC(=NC1C1=CC=C(C=C1)C)N1CCCCC1)C)(F)F (methyl 6,6,6-trifluoro-2-(4-methyl-2-(piperidin-1-yl)-6-p-tolylpyrimidin-5-yl)hexanoate), [OH-].[Na+] (sodium hydroxide). The solvent is CO (methanol). Product: FC(CCCC(C(=O)O)C=1C(=NC(=NC1C1=CC=C(C=C1)C)N1CCCCC1)C)(F)F (6,6,6-trifluoro-2-(4-methyl-2-(piperidin-1-yl)-6-p-tolylpyrimidin-5-yl)hexanoic acid). Yield: 62.7%. RXN SMILES: [F:1][C:2]([F:32])([F:31])[CH2:3][CH2:4][CH2:5][CH:6]([C:11]1[C:12]([CH3:30])=[N:13][C:14]([N:24]2[CH2:29][CH2:28][CH2:27][CH2:26][CH2:25]2)=[N:15][C:16]=1[C:17]1[CH:22]=[CH:21][C:20]([CH3:23])=[CH:19][CH:18]=1)[C:7]([O:9]C)=[O:8].[OH-].[Na+]>CO>[F:32][C:2]([F:1])([F:31])[CH2:3][CH2:4][CH2:5][CH:6]([C:11]1[C:12]([CH3:30])=[N:13][C:14]([N:24]2[CH2:29][CH2:28][CH2:27][CH2:26][CH2:25]2)=[N:15][C:16]=1[C:17]1[CH:22]=[CH:21][C:20]([CH3:23])=[CH:19][CH:18]=1)[C:7]([OH:9])=[O:8] |f:1.2|. Procedure details: This compound was prepared according to general method D from methyl 6,6,6-trifluoro-2-(4-methyl-2-(piperidin-1-yl)-6-p-tolylpyrimidin-5-yl)hexanoate (0.102 g; 0.227 mmol), sodium hydroxide 10N (0.227 mL; 2.27 mmol) in methanol (2.2 mL). Purification by preparative HPLC (HPLC method 1) furnished 0.062 g (60%) of the title compound as a white solid.